From a dataset of the Open Reaction Database (ORD), a public repository of structured organic reaction records. describe an organic reaction: reactants, conditions, products, and yield Reactants: CON=C(C(=O)O)C=1SC(=NN1)C (2-Methoxyimino-2-(5-methyl-1,3,4-thiadiazol-2-yl)acetic acid), NC1[C@@H]2N(C(=C(CS2)CSC=2SC=NN2)C(=O)O)C1=O (7-amino-3-(1,3,4-thiadiazol-2-yl)thiomethyl-3-cephem-4-carboxylic acid). Product: CON=C(C(=O)NC1[C@@H]2N(C(=C(CS2)CSC=2SC=NN2)C(=O)O)C1=O)C=1SC(=NN1)C (7-[2-methoxyimino-2-(5-methyl-1,3,4-thiadiazol-2-yl)acetamido]-3-(1,3,4-thiadiazol-2-yl)thiomethyl-3-cephem-4-carboxylic acid). The yield is 42.9%. As a reaction SMILES: [CH3:1][O:2][N:3]=[C:4]([C:8]1[S:9][C:10]([CH3:13])=[N:11][N:12]=1)[C:5]([OH:7])=O.[NH2:14][CH:15]1[C:32](=[O:33])[N:17]2[C:18]([C:29]([OH:31])=[O:30])=[C:19]([CH2:22][S:23][C:24]3[S:25][CH:26]=[N:27][N:28]=3)[CH2:20][S:21][C@H:16]12>>[CH3:1][O:2][N:3]=[C:4]([C:8]1[S:9][C:10]([CH3:13])=[N:11][N:12]=1)[C:5]([NH:14][CH:15]1[C:32](=[O:33])[N:17]2[C:18]([C:29]([OH:31])=[O:30])=[C:19]([CH2:22][S:23][C:24]3[S:25][CH:26]=[N:27][N:28]=3)[CH2:20][S:21][C@H:16]12)=[O:7]. Procedure details: 2-Methoxyimino-2-(5-methyl-1,3,4-thiadiazol-2-yl)acetic acid (syn isomer) (0.21 g.) and 7-amino-3-(1,3,4-thiadiazol-2-yl)thiomethyl-3-cephem-4-carboxylic acid (0.41 g.) were reacted according to similar manners to those of Examples 12 and 15 to give 7-[2-methoxyimino-2-(5-methyl-1,3,4-thiadiazol-2-yl)acetamido]-3-(1,3,4-thiadiazol-2-yl)thiomethyl-3-cephem-4-carboxylic acid (syn isomer) (0.23 g.), mp 175° to 178° C. (dec.). Product: NC1=NC=CC(=C1)C1=CC=C(C=C1)[C@H](C)N1C(O[C@](CC1)(C1=CC=CC=C1)CCCO)=O ((R)-3-((S)-1-(4-(2-aminopyridin-4-yl)phenyl)ethyl)-6-(3-hydroxypropyl)-6-phenyl-1,3-oxazinan-2-one). Procedure: The title compound was prepared from (R)-3-((S)-1-(4-bromophenyl)ethyl)-6-(3-hydroxypropyl)-6-phenyl-1,3-oxazinan-2-one following procedures analogous to those described in Example 313 Steps 3 and 4 using 2-amino-4-bromopyridine in Step 4. LC-MS Method 2 tR=0.951, m/z=432; 1H NMR (CDCl3) 1.26-1.40 (m, 1H), 1.48 (d, 3H), 1.59-1.63 (m, 1H), 1.83-1.95 (m, 2H), 2.09-2.20 (m, 1H), 2.21-2.37 (m, 2H), 2.86 (m, 1H), 3.50 (m, 2H), 4.54-4.75 (s, 2H), 5.62 (m, 1H), 6.56 (s, 1H), 6.71 (d, 1H), 6.90 (d, 2H),... Starting materials: BrC1=CC=C(C=C1)[C@H](C)N1C(O[C@](CC1)(C1=CC=CC=C1)CCCO)=O ((R)-3-((S)-1-(4-bromophenyl)ethyl)-6-(3-hydroxypropyl)-6-phenyl-1,3-oxazinan-2-one), NC1=NC=CC(=C1)Br (2-amino-4-bromopyridine). Reaction SMILES: Br[C:2]1[CH:7]=[CH:6][C:5]([C@@H:8]([N:10]2[CH2:15][CH2:14][C@:13]([CH2:22][CH2:23][CH2:24][OH:25])([C:16]3[CH:21]=[CH:20][CH:19]=[CH:18][CH:17]=3)[O:12][C:11]2=[O:26])[CH3:9])=[CH:4][CH:3]=1.[NH2:27][C:28]1[CH:33]=[C:32](Br)[CH:31]=[CH:30][N:29]=1>>[NH2:27][C:28]1[CH:33]=[C:32]([C:2]2[CH:7]=[CH:6][C:5]([C@@H:8]([N:10]3[CH2:15][CH2:14][C@:13]([CH2:22][CH2:23][CH2:24][OH:25])([C:16]4[CH:17]=[CH:18][CH:19]=[CH:20][CH:21]=4)[O:12][C:11]3=[O:26])[CH3:9])=[CH:4][CH:3]=2)[CH:31]=[CH:30][N:29]=1. The reactants are C(C1=CC=CC=C1)OC(C(CC1=CC(=CC=C1)O)N)=O (rac.-2-amino-3-(3-hydroxyphenyl)propanoic acid benzyl ester), C(C)(=O)OC(C)=O (acetic anhydride), C([O-])([O-])=O.[Na+].[Na+] (sodium carbonate), C(C)(=O)OC(C)=O (acetic anhydride). Run in ice, O (water). Reaction conditions: time 1 hour. Yields the product C(C1=CC=CC=C1)OC(CC)=O (propanoic acid benzyl ester). As a reaction SMILES: [CH2:1]([O:8][C:9](=[O:20])[CH:10](N)[CH2:11]C1C=CC=C(O)C=1)[C:2]1[CH:7]=[CH:6][CH:5]=[CH:4][CH:3]=1.C(OC(=O)C)(=O)C.C(=O)([O-])[O-].[Na+].[Na+]>O>[CH2:1]([O:8][C:9](=[O:20])[CH2:10][CH3:11])[C:2]1[CH:7]=[CH:6][CH:5]=[CH:4][CH:3]=1 |f:2.3.4|. Procedure: A suspension of 3.72 g (0.032 mol) of rac.-2-amino-3-(3-hydroxyphenyl)propanoic acid benzyl ester in 400 mL of ice cold dichloromethane was treated dropwise with 1.9 mL (0.020 mol) of acetic anhydride. Upon completion of the addition, a solution of 3.70 g of sodium carbonate in 30 mL of water was added simultaneously with an additional 1.9 mL of acetic anhydride. After 1 hour, the layers were separated and the organic layer was washed with water. The combined aqueous layers were extracted with d... Product: COC(=O)c1cc(Oc2ccc(C(=O)N3CCC3)cc2)c2c(c1)OC(C)(C)C2. Reaction SMILES: [CH3:38][c:39]1[cH:40][cH:41][cH:42][cH:43][cH:44]1.[CH3:9][O:10][C:11](=[O:12])[c:13]1[cH:14][c:15]2[c:16]([c:22]([OH:24])[cH:23]1)[CH2:17][C:18]([CH3:20])([CH3:21])[O:19]2.[K+:6].[K+:7].[K+:8].[N:25]1([C:29](=[O:30])[c:31]2[cH:32][cH:33][c:34]([Br:37])[cH:35][cH:36]2)[CH2:26][CH2:27][CH2:28]1.[O-:46][C:47]([CH3:48])=[O:49].[O-:50][C:51]([CH3:52])=[O:53].[P:1]([O-:2])([O-:3])([O-:4])=[O:5].[Pd+2:45]>>[CH3:9][O:10][C:11](=[O:12])[c:13]1[cH:14][c:15]2[c:16]([c:22]([O:24][c:34]3[cH:33][cH:32][c:31]([C:29]([N:25]4[CH2:26][CH2:27][CH2:28]4)=[O:30])[cH:36][cH:35]3)[cH:23]1)[CH2:17][C:18]([CH3:20])([CH3:21])[O:19]2. The reactants are Cc1ccccc1, COC(=O)c1cc(O)c2c(c1)OC(C)(C)C2, [K+], [K+], [K+], O=C(c1ccc(Br)cc1)N1CCC1, CC(=O)[O-], CC(=O)[O-], O=P([O-])([O-])[O-], [Pd+2].